Dataset: the Open Reaction Database (ORD), a public repository of structured organic reaction records. Task: describe an organic reaction: reactants, conditions, products, and yield Reactants: O (Water), Br.C(CC)N1CC(CCC1)C1=CC(=CC=C1)O (N-n-propyl-3-(3-hydroxyphenyl)piperidine hydrobromide), CC(C)([O-])C.[K+] (potassium t-butoxide), C(C1=CC=CC=C1)Cl (benzylchloride). Run in C(C)(C)(C)O (t-butanol). The product is Cl.C(CC)N1CC(CCC1)C1=CC(=CC=C1)OCC1=CC=CC=C1 (N-n-Propyl-3-(3-benzyloxyphenyl)piperidine hydrochloride). Isolated yield 52.6%. RXN SMILES: Br.[CH2:2]([N:5]1[CH2:10][CH2:9][CH2:8][CH:7]([C:11]2[CH:16]=[CH:15][CH:14]=[C:13]([OH:17])[CH:12]=2)[CH2:6]1)[CH2:3][CH3:4].CC(C)([O-])C.[K+].[CH2:24]([Cl:31])[C:25]1[CH:30]=[CH:29][CH:28]=[CH:27][CH:26]=1.O>C(O)(C)(C)C>[ClH:31].[CH2:2]([N:5]1[CH2:10][CH2:9][CH2:8][CH:7]([C:11]2[CH:16]=[CH:15][CH:14]=[C:13]([O:17][CH2:24][C:25]3[CH:30]=[CH:29][CH:28]=[CH:27][CH:26]=3)[CH:12]=2)[CH2:6]1)[CH2:3][CH3:4] |f:0.1,2.3,7.8|. Procedure: A mixture of N-n-propyl-3-(3-hydroxyphenyl)piperidine hydrobromide (1.0 g. 0.0033 mol), potassium t-butoxide (1.0 g, 0.009 mol) and benzylchloride (1.0 g, 0.009 mol) in t-butanol (25 ml) was refluxed for 1 h. Water was added and the mixture extracted with ether. The organic phase was dried with Na2SO4 and evaporated to dryness giving a pale yellow oily residue. The residue was chromatographed through a silica gel column with methanol as eluant. The pertinent fractions were collected and evaporat... Reactants: C(#N)C=1C=C(C=CC1OC1=CC=C(C=C1)NC(C1=CC(=C(C=C1)Cl)Cl)=O)CC(=O)OC(C)(C)C (tert-butyl 2-(3-cyano-4-(4-(3,4-dichlorobenzamido)phenoxy)phenyl)acetate), C(C)(=O)OCC (ethyl acetate). Reagents/catalysts: [Ni] (Raney Nickel). Solvent: N.CO (ammonia methanol). Reaction conditions: time 12 hour. Product: NCC=1C=C(C=CC1OC1=CC=C(C=C1)NC(C1=CC(=C(C=C1)Cl)Cl)=O)CC(=O)OC(C)(C)C (tert-butyl 2-(3-(aminomethyl)-4-(4-(3,4-dichlorobenzamido)phenoxy)phenyl)acetate). Yield: 99.2%. As a reaction SMILES: [C:1]([C:3]1[CH:4]=[C:5]([CH2:27][C:28]([O:30][C:31]([CH3:34])([CH3:33])[CH3:32])=[O:29])[CH:6]=[CH:7][C:8]=1[O:9][C:10]1[CH:15]=[CH:14][C:13]([NH:16][C:17](=[O:26])[C:18]2[CH:23]=[CH:22][C:21]([Cl:24])=[C:20]([Cl:25])[CH:19]=2)=[CH:12][CH:11]=1)#[N:2].C(OCC)(=O)C>N.CO.[Ni]>[NH2:2][CH2:1][C:3]1[CH:4]=[C:5]([CH2:27][C:28]([O:30][C:31]([CH3:34])([CH3:33])[CH3:32])=[O:29])[CH:6]=[CH:7][C:8]=1[O:9][C:10]1[CH:11]=[CH:12][C:13]([NH:16][C:17](=[O:26])[C:18]2[CH:23]=[CH:22][C:21]([Cl:24])=[C:20]([Cl:25])[CH:19]=2)=[CH:14][CH:15]=1 |f:2.3|. Procedure details: The product of step B (100 mg, 0.201 mmol) was diluted with 7N ammonia/methanol (10 mL), followed by addition of ethyl acetate (10 mL). Once the material dissolved, Raney Nickel (1.72 mg, 0.0201 mmol) was added and the reaction was purged three times with a balloon of hydrogen. After stirring for 12 hours, the reaction mixture was filtered through a GF/F filter and concentrated. The residue was purified using a biotage 12i column eluting with methylene chloride:MeOH:NH4OH (90:9:1) to yield tert-... The reactants are COC(=O)[C@@]12NC([C@@H]3C[C@@H](CCN3C(N(CCCC\C=C/[C@@H]2C1)C)=O)O)=O ((Z)-(1S,4R,6S,18R)-18-hydroxy-13-methyl-2,14-dioxo-3,13,15-triaza-tricyclo[13.4.0.0*4,6*]nonadec-7-ene-4-carboxylic acid methyl ester), C1(=CC=CC=C1)P(C1=CC=CC=C1)C1=CC=CC=C1 (triphenylphosphine), CC(C)OC(=O)/N=N/C(=O)OC(C)C (DIAD), COC1=CC=C2C(=CC(=NC2=C1C)C=1SC=C(N1)C#C)O (7-methoxy-8-methyl-2-(4-ethynyl-thiazol-2-yl)-quinolin-4-ol), polystyrene. Solvent: C1CCOC1 (THF). Run at time 8 hour. Yields the product COC(=O)[C@@]12NC([C@@H]3C[C@@H](CCN3C(N(CCCC\C=C/[C@@H]2C1)C)=O)OC1=CC(=NC2=C(C(=CC=C12)OC)C)C=1SC=C(N1)C#C)=O ((Z)-(1S,4R,6S,18R)-18-[2-(4-ethynyl-thiazol-2-yl)-7-methoxy-8-methyl-quinolin-4-yloxy]-13-methyl-2,14-dioxo-3,13,15-triaza-tricyclo[13.4.0.0*4,6*]nonadec-7-ene-4-carboxylic acid methyl ester). The yield is 42.0%. Reaction SMILES: [CH3:1][O:2][C:3]([C@@:5]12[CH2:23][C@H:22]1[CH:21]=[CH:20][CH2:19][CH2:18][CH2:17][CH2:16][N:15]([CH3:24])[C:14](=[O:25])[N:13]1[C@@H:8]([CH2:9][C@H:10]([OH:26])[CH2:11][CH2:12]1)[C:7](=[O:27])[NH:6]2)=[O:4].[CH3:28][O:29][C:30]1[C:39]([CH3:40])=[C:38]2[C:33]([C:34](O)=[CH:35][C:36]([C:41]3[S:42][CH:43]=[C:44]([C:46]#[CH:47])[N:45]=3)=[N:37]2)=[CH:32][CH:31]=1.C1(P(C2C=CC=CC=2)C2C=CC=CC=2)C=CC=CC=1.CC(OC(/N=N/C(OC(C)C)=O)=O)C>C1COCC1>[CH3:1][O:2][C:3]([C@@:5]12[CH2:23][C@H:22]1[CH:21]=[CH:20][CH2:19][CH2:18][CH2:17][CH2:16][N:15]([CH3:24])[C:14](=[O:25])[N:13]1[C@@H:8]([CH2:9][C@H:10]([O:26][C:34]3[C:33]4[C:38](=[C:39]([CH3:40])[C:30]([O:29][CH3:28])=[CH:31][CH:32]=4)[N:37]=[C:36]([C:41]4[S:42][CH:43]=[C:44]([C:46]#[CH:47])[N:45]=4)[CH:35]=3)[CH2:11][CH2:12]1)[C:7](=[O:27])[NH:6]2)=[O:4]. Reported procedure: To a stirred solution of compound 36 (0.143 g, 1 eq.), compound 209b (0.112 g, 1 eq.), and polystyrene supported triphenylphosphine (0.411 g, 2 eq.) in anhydrous THF (8 mL) was added dropwise DIAD (150 μL, 2 eq.) at 0° C. The reaction mixture was stirred at room temperature overnight. The mixture was filtered on autocup, washed with dichloromethane, and concentrated. The crude residue was purified by chromatography on a silica gel to give compound 37 in 42% yield. MS (ESI, EI+) m/z=658 (MH+). The yield is 83.0%. As a reaction SMILES: S1[CH:7]=[CH:6][CH:5]=[CH:4][CH:3]=[N:2]1.C[N+]1([O-])CCOCC1.[S:16](=[O:20])(=O)(O)[O-:17].[Na+].C(Cl)Cl>O.CC(C)=O.CC(O)(C)C.[Os](=O)(=O)(=O)=O>[S:16]1(=[O:20])(=[O:17])[CH:7]=[CH:6][CH:5]=[CH:4][CH:3]=[N:2]1 |f:2.3,5.6|. Starting materials: S1N=CC=CC=C1 (thiazepine), C[N+]1(CCOCC1)[O-] (4-methylmorpholine N-oxide), C(Cl)Cl (CH2Cl2), S([O-])(O)(=O)=O.[Na+] (sodium bisulfate). Product: S1(N=CC=CC=C1)(=O)=O (thiazepine S,S-dioxide). Procedure: To a stirred solution of the thiazepine prepared in Step 8 of Example 482 (243.7 mg) in 25% H2O/acetone (8 mL) is added 4-methylmorpholine N-oxide (201.5 mg) followed by a solution of osmium tetroxide in 2-methyl-2-propanol (2.5 wt %, 30 μL). The reaction mixture is stirred at room temperature for 18 h. The reaction mixture is treated with saturated sodium bisulfate (8 mL), then poured into CH2Cl2 (50 mL). The phases are separated. The aqueous phase is extracted with CH2Cl2 (2×25 mL). The combin... Run in O.CC(=O)C (H2O acetone), CC(C)(C)O (2-methyl-2-propanol). Run at time 18 hour. The reagents and catalysts are [Os](=O)(=O)(=O)=O (osmium tetroxide). The reactants are C1(=CC=CC=C1)S(=O)(=O)Cl (phenylsulfonyl chloride), N1C=CC2=CC=CC=C12 (indole), [H-].[Na+] (NaH), CS(=O)C (DMSO). Solvent: C1CCOC1 (THF), C1CCOC1 (THF). Reaction conditions: time 1 hour. Product: C1(=CC=CC=C1)S(=O)(=O)N1C=CC2=CC=CC=C12 (1-phenylsulfonylindole). As a reaction SMILES: [NH:1]1[C:9]2[C:4](=[CH:5][CH:6]=[CH:7][CH:8]=2)[CH:3]=[CH:2]1.[H-].[Na+].CS(C)=O.[C:16]1([S:22](Cl)(=[O:24])=[O:23])[CH:21]=[CH:20][CH:19]=[CH:18][CH:17]=1>C1COCC1>[C:16]1([S:22]([N:1]2[C:9]3[C:4](=[CH:5][CH:6]=[CH:7][CH:8]=3)[CH:3]=[CH:2]2)(=[O:24])=[O:23])[CH:21]=[CH:20][CH:19]=[CH:18][CH:17]=1 |f:1.2|. Procedure details: A solution of indole (11.7 g, 0.1 mol) in THF is added to a stirred mixture of NaH (60% dispersion in mineral oil, 4.2, g 0.105 mol), DMSO and THF. The reaction mixture is stirred for 1 h at room temperature, cooled to 0° C., treated with phenylsulfonyl chloride (13.3 mL, 0.15 mol), stirred at ambient temperatures for 3 h, quenched with water and extracted with ethyl acetate. The extracts are combined, dried over MgSO4 and concentrated in vacuo. The resultant residue is crystallized in ethanol a... Reactants: C=CCN(CC=C)C(=O)C(=O)OC, CO, [Na+], [OH-]. Reaction SMILES: [CH2:1]([CH:2]=[CH2:3])[N:4]([C:5]([C:6](=[O:7])[O:8][CH3:9])=[O:10])[CH2:11][CH:12]=[CH2:13].[CH3:16][OH:17].[Na+:15].[OH-:14]>>[CH2:1]([CH:2]=[CH2:3])[N:4]([C:5]([C:6](=[O:7])[OH:8])=[O:10])[CH2:11][CH:12]=[CH2:13]. The product is C=CCN(CC=C)C(=O)C(=O)O. Reactants: O=C(O)CCC(=O)c1c[nH]c2ccc(Br)cc12, CN(C)c1nc(Cl)nc(N(C)C)n1, CN(C)C=O, Cl, [H-], [Na+], O. The product is CN(C)c1nc(N(C)C)nc(-n2cc(C(=O)CCC(=O)O)c3cc(Br)ccc32)n1. Reaction SMILES: [Br:1][c:2]1[cH:3][c:4]2[c:5]([C:11]([CH2:12][CH2:13][C:14](=[O:15])[OH:16])=[O:17])[cH:6][nH:7][c:8]2[cH:9][cH:10]1.[CH3:20][N:21]([c:22]1[n:23][c:24]([Cl:31])[n:25][c:26]([N:28]([CH3:29])[CH3:30])[n:27]1)[CH3:32].[CH3:34][N:35]([CH3:36])[CH:37]=[O:38].[ClH:33].[H-:18].[Na+:19].[OH2:39]>>[Br:1][c:2]1[cH:3][c:4]2[c:5]([C:11]([CH2:12][CH2:13][C:14](=[O:15])[OH:16])=[O:17])[cH:6][n:7](-[c:24]3[n:23][c:22]([N:21]([CH3:20])[CH3:32])[n:27][c:26]([N:28]([CH3:29])[CH3:30])[n:25]3)[c:8]2[cH:9][cH:10]1. Reactants: CC(C)(CO[Si](C)(C)C(C)(C)C)c1ccc(C(=O)Nc2nc3ccc(Br)nc3s2)cc1, CCCC[N+](CCCC)(CCCC)CCCC, C1CCOC1, [F-], O. The product is CC(C)(CO)c1ccc(C(=O)Nc2nc3ccc(Br)nc3s2)cc1. RXN SMILES: [Br:1][c:2]1[cH:3][cH:4][c:5]2[c:6]([n:7]1)[s:8][c:9]([NH:11][C:12]([c:13]1[cH:14][cH:15][c:16]([C:19]([CH2:20][O:21][Si:22]([C:23]([CH3:24])([CH3:25])[CH3:26])([CH3:27])[CH3:28])([CH3:29])[CH3:30])[cH:17][cH:18]1)=[O:31])[n:10]2.[CH2:33]([N+:34]([CH2:35][CH2:36][CH2:37][CH3:38])([CH2:39][CH2:40][CH2:41][CH3:42])[CH2:43][CH2:44][CH2:45][CH3:46])[CH2:47][CH2:48][CH3:49].[CH2:51]1[O:52][CH2:53][CH2:54][CH2:55]1.[F-:32].[OH2:50]>>[Br:1][c:2]1[cH:3][cH:4][c:5]2[c:6]([n:7]1)[s:8][c:9]([NH:11][C:12]([c:13]1[cH:14][cH:15][c:16]([C:19]([CH2:20][OH:21])([CH3:29])[CH3:30])[cH:17][cH:18]1)=[O:31])[n:10]2.